From a dataset of the Open Reaction Database (ORD), a public repository of structured organic reaction records. describe an organic reaction: reactants, conditions, products, and yield The reactants are diazonium, CuBr, Br (HBr), [NH4+].[OH-] (NH4OH), NC1=C2C=C(N=C(C2=CC=C1)C)Cl (5-amino-3-chloro-1-methylisoquinoline), N(=O)[O-].[Na+] (NaNO2), Br (HBr). Run in O (water), O (water). Conditions: temperature 0 celsius, time 10 minute. Yields the product BrC1=C2C=C(N=C(C2=CC=C1)C)Cl (5-Bromo-3-chloro-1-methylisoquinoline). As a reaction SMILES: N[C:2]1[CH:11]=[CH:10][CH:9]=[C:8]2[C:3]=1[CH:4]=[C:5]([Cl:13])[N:6]=[C:7]2[CH3:12].N([O-])=O.[Na+].[NH4+].[OH-].[BrH:20]>O>[Br:20][C:2]1[CH:11]=[CH:10][CH:9]=[C:8]2[C:3]=1[CH:4]=[C:5]([Cl:13])[N:6]=[C:7]2[CH3:12] |f:1.2,3.4|. Procedure: To a solution of 5-amino-3-chloro-1-methylisoquinoline (460 mg, 2.4 mmol) in HBr (48%, 6 mL) and water (3 mL) at 0° C. was added slowly NaNO2 (165 mg, 2.4 mmol) in water (3 mL). The reaction was stirred at 0° C. for 10 minutes, then the excess NaNO2 was quenched by addition of a small amount of urea. The diazonium solution was then added slowly to a stirred solution of CuBr (411 mg, 2.9 mmol) in HBr (48%, 4 mL) at 75° C. The mixture was stirred for an additional 5 minutes at 75° C., then at room... Starting materials: [Si](C)(C)(C(C)(C)C)OCCN(C(=O)C1=NC(=NC(=C1OCC1=CC=CC=C1)O)CC1(CCCC1)C1=NC=CC=C1)CC1CC1 (5-benzyloxy-6-hydroxy-2-(1-pyridin-2-yl-cyclopentylmethyl)-pyrimidine-4-carboxylicacid [2-(tert-butyl-dimethylsilanyloxy)-ethyl]-cyclopropylmethyl-amide), Cl (HCl). The yield is 75.3%. Reported procedure: To a stirred solution 5-benzyloxy-6-hydroxy-2-(1-pyridin-2-yl-cyclopentylmethyl)-pyrimidine-4-carboxylicacid [2-(tert-butyl-dimethylsilanyloxy)-ethyl]-cyclopropylmethyl-amide (446) (200 mg, 0.325 mmol) of in tetrahydrofuran (10 mL) was added (1N) aqueous HCl (2 mL). The mixture was stirred for 1 h at room temperature. After completion of the reaction, volatiles were removed, the residue diluted with water (10 mL) and pH was adjusted to 8 using NaHCO3. The mixture was extracted with ethyl acetate... The product is C1(CC1)CN(C(=O)C1=NC(=NC(=C1OCC1=CC=CC=C1)O)CC1(CCCC1)C1=NC=CC=C1)CCO (5-benzyloxy-6-hydroxy-2-(1-pyridin-2-yl-cyclopentylmethyl)-pyrimidine-4-carboxylic acid cyclopropylmethyl-(2-hydroxyethyl)-amide). RXN SMILES: [Si]([O:8][CH2:9][CH2:10][N:11]([CH2:41][CH:42]1[CH2:44][CH2:43]1)[C:12]([C:14]1[C:19]([O:20][CH2:21][C:22]2[CH:27]=[CH:26][CH:25]=[CH:24][CH:23]=2)=[C:18]([OH:28])[N:17]=[C:16]([CH2:29][C:30]2([C:35]3[CH:40]=[CH:39][CH:38]=[CH:37][N:36]=3)[CH2:34][CH2:33][CH2:32][CH2:31]2)[N:15]=1)=[O:13])(C(C)(C)C)(C)C.Cl>O1CCCC1>[CH:42]1([CH2:41][N:11]([CH2:10][CH2:9][OH:8])[C:12]([C:14]2[C:19]([O:20][CH2:21][C:22]3[CH:27]=[CH:26][CH:25]=[CH:24][CH:23]=3)=[C:18]([OH:28])[N:17]=[C:16]([CH2:29][C:30]3([C:35]4[CH:40]=[CH:39][CH:38]=[CH:37][N:36]=4)[CH2:34][CH2:33][CH2:32][CH2:31]3)[N:15]=2)=[O:13])[CH2:44][CH2:43]1. Reaction conditions: time 1 hour. The solvent is O1CCCC1 (tetrahydrofuran).